From a dataset of the Open Reaction Database (ORD), a public repository of structured organic reaction records. describe an organic reaction: reactants, conditions, products, and yield Starting materials: CCOC(C)=O, O=C(O)c1cc2cc(Cl)ccc2[nH]1, Cl, Cl, NCC(=O)N1CCSC1. The product is O=C(NCC(=O)N1CCSC1)c1cc2cc(Cl)ccc2[nH]1. RXN SMILES: [CH3:25][CH2:26][O:27][C:28](=[O:29])[CH3:30].[Cl:11][c:12]1[cH:13][c:14]2[cH:15][c:16]([C:21](=[O:22])[OH:23])[nH:17][c:18]2[cH:19][cH:20]1.[ClH:1].[ClH:24].[NH2:2][CH2:3][C:4](=[O:5])[N:6]1[CH2:7][S:8][CH2:9][CH2:10]1>>[NH:2]([CH2:3][C:4](=[O:5])[N:6]1[CH2:7][S:8][CH2:9][CH2:10]1)[C:21]([c:16]1[cH:15][c:14]2[cH:13][c:12]([Cl:11])[cH:20][cH:19][c:18]2[nH:17]1)=[O:22]. The reactants are ClC1=CC=NC=C1 (4-Chloropyridine), Cl.ClC1=CC=NC=C1 (4-chloropyridine hydrochloride), C(=O)OCC (ethyl formate), [Li+].CC(C)[N-]C(C)C (LDA). The solvent is O (water), C(=O)(O)[O-].[Na+] (NaHCO3), C(Cl)Cl (methylene chloride), C1CCOC1 (THF). Run at temperature -78 celsius, time 4 hour. The product is ClC1=C(C=NC=C1)C=O (4-Chloropyridine-3-carboxaldehyde). As a reaction SMILES: [Cl:1][C:2]1[CH:7]=[CH:6][N:5]=[CH:4][CH:3]=1.Cl.ClC1C=CN=CC=1.[Li+].CC([N-]C(C)C)C.[CH:24](OCC)=[O:25]>C([O-])(O)=O.[Na+].C(Cl)Cl.C1COCC1.O>[Cl:1][C:2]1[CH:7]=[CH:6][N:5]=[CH:4][C:3]=1[CH:24]=[O:25] |f:1.2,3.4,6.7|. Reported procedure: 4-Chloropyridine (3.1 g, 27.3 mmol, after drying over Na2SO4) was extracted from a mixture of 4-chloropyridine hydrochloride in 5% NaHCO3 with methylene chloride, dissolved in THF (50 mL), and cooled to −78° C. under dry nitrogen, followed by addition of LDA (1.5 M in cylclohexane, 18.2 mL). After 4 hours at −78° C., excess ethyl formate was added quickly. After 3 hours at −78° C., the reaction was allowed to warm to ambient temperature overnight. The reaction was diluted with water and extracte... Reactants: C1OC=2C=C(C(=O)Cl)C=CC2O1 (3,4-methylenedioxybenzoyl chloride), C(CCCCCCCN)N (1,8-octanediamine), [OH-].[K+] (potassium hydroxide). Solvent: C(CCl)Cl (ethylene dichloride). Product: C1OC=2C=C(C(=O)NCCCCCCCCNC(C3=CC4=C(C=C3)OCO4)=O)C=CC2O1 (N,N'-Octamethylenebis(3,4-methylenedioxybenzamide)). RXN SMILES: [CH2:1]1[O:12][C:11]2[CH:10]=[CH:9][C:5]([C:6](Cl)=[O:7])=[CH:4][C:3]=2[O:2]1.[CH2:13]([NH2:22])[CH2:14][CH2:15][CH2:16][CH2:17][CH2:18][CH2:19][CH2:20][NH2:21].[OH-:23].[K+]>C(Cl)CCl>[CH2:1]1[O:12][C:11]2[CH:10]=[CH:9][C:5]([C:6]([NH:21][CH2:20][CH2:19][CH2:18][CH2:17][CH2:16][CH2:15][CH2:14][CH2:13][NH:22][C:6](=[O:7])[C:5]3[CH:9]=[CH:10][C:11]4[O:23][CH2:1][O:2][C:3]=4[CH:4]=3)=[O:7])=[CH:4][C:3]=2[O:2]1 |f:2.3|. Reported procedure: m.p. 179°-180° C., 21.6 g., was prepared as in Example 1 using 3,4-methylenedioxybenzoyl chloride (from 30 g. of 3,4-methylenedioxybenzoic acid as in Example 6) in 100 ml. of ethylene dichloride, 11.5 g. of 1,8-octanediamine, 200 ml. of 10% aqueous potassium hydroxide solution, 500 ml. of ethylene dichloride and recrystallization from ethanol. Starting materials: Cl (HCl), BrC1=CC=C(C=C1)CC#N (4-bromophenyl-acetonitrile), BrCCCCBr (1,4-dibromobutane), [H-].[Na+] (NaH). The solvent is O (water), CS(=O)C (dimethyl sulfoxide), CS(=O)C.CCOCC (dimethyl sulfoxide ether). Conditions: time 2 hour. Yields the product BrC1=CC=C(C=C1)C1(CCCC1)C#N (1-(4-bromophenyl)-cyclopentanecarbonitrile). Isolated yield 89.3%. Reaction SMILES: [H-].[Na+].[Br:3][C:4]1[CH:9]=[CH:8][C:7]([CH2:10][C:11]#[N:12])=[CH:6][CH:5]=1.Br[CH2:14][CH2:15][CH2:16][CH2:17]Br.Cl>CS(C)=O.CS(C)=O.CCOCC.O>[Br:3][C:4]1[CH:9]=[CH:8][C:7]([C:10]2([C:11]#[N:12])[CH2:17][CH2:16][CH2:15][CH2:14]2)=[CH:6][CH:5]=1 |f:0.1,6.7|. Procedure details: To a suspension of NaH (2.55 g, 63.75 mmol, 60%) in dimethyl sulfoxide (50 mL) were added dropwise a mixture of 4-bromophenyl-acetonitrile (223) (5 g, 25.51 mmol) and 1,4-dibromobutane (3.04 mL, 25.51 mmol) dissolved in dimethyl sulfoxide:ether (1:1) (50 mL) at 0° C. and the reaction mixture was stirred at this temperature for 2 h. After completion of the reaction, water (20 mL) and 10% HCl solution (50 mL) were added to the mixture and the mixture was extracted with ethyl acetate (2×200 ml). Th... Reactants: C(C)(C)(C)N=NC1(CCCCC1)N=C=S (1-t-butylazo-1-isothiocyanatocyclohexane), [N-]=C=S (isothiocyanate), C(C(C)C)N (isobutylamine), product. Run in CCCCC (pentane), CCCCC (pentane). Reaction conditions: time 4 hour. The product is C(C)(C)(C)N=NC1(CCCCC1)NC(=S)NCC(C)C (N-[1-(t-Butylazo)cyclohexyl]-N'-isobutylthiourea). Reaction SMILES: [C:1]([N:5]=[N:6][C:7]1([N:13]=[C:14]=[S:15])[CH2:12][CH2:11][CH2:10][CH2:9][CH2:8]1)([CH3:4])([CH3:3])[CH3:2].[CH2:16]([NH2:20])[CH:17]([CH3:19])[CH3:18].[N-]=C=S>CCCCC>[C:1]([N:5]=[N:6][C:7]1([NH:13][C:14]([NH:20][CH2:16][CH:17]([CH3:19])[CH3:18])=[S:15])[CH2:8][CH2:9][CH2:10][CH2:11][CH2:12]1)([CH3:4])([CH3:2])[CH3:3]. Reported procedure: To 9.1 grams (.0394 moles) of 1-t-butylazo-1-isothiocyanatocyclohexane stirred with a magnetic stirrer in a 50 ml erlenmeyer flask was added 2.88 grams (.0394 moles) of isobutylamine at room temperature. The reaction mixture became viscous so pentane was added and the reaction was stirred an additional 4 hours and the pentane stripped off to leave a yellow solid weighing 11.6 grams (97% crude yield). The product melted at 90°-93° C. and the infrared spectrum of the product had a strong broad ban... As a reaction SMILES: [F:1][c:2]1[cH:3][c:4]([N:13]2[C:14](=[O:20])[O:15][CH:16]([CH2:18][OH:19])[CH2:17]2)[cH:5][cH:6][c:7]1-[n:8]1[cH:9][n:10][cH:11][cH:12]1.[O:46]1[CH2:47][CH2:48][CH2:49][CH2:50]1.[OH:21][c:22]1[n:23][o:24][cH:25][cH:26]1.[c:27]1([P:28]([c:29]2[cH:30][cH:31][cH:32][cH:33][cH:34]2)[c:35]2[cH:36][cH:37][cH:38][cH:39][cH:40]2)[cH:41][cH:42][cH:43][cH:44][cH:45]1>>[F:1][c:2]1[cH:3][c:4]([N:13]2[C:14](=[O:20])[O:15][CH:16]([CH2:18][O:19][c:22]3[n:23][o:24][cH:25][cH:26]3)[CH2:17]2)[cH:5][cH:6][c:7]1-[n:8]1[cH:9][n:10][cH:11][cH:12]1. The product is O=C1OC(COc2ccon2)CN1c1ccc(-n2ccnc2)c(F)c1. Reactants: O=C1OC(CO)CN1c1ccc(-n2ccnc2)c(F)c1, C1CCOC1, Oc1ccon1, c1ccc(P(c2ccccc2)c2ccccc2)cc1. Reactants: CN, O=C(CN1CC(NC(=O)c2ccc(Cl)s2)CC1C(=O)O)Nc1ccc(-n2ccccc2=O)cc1F, Cl. The product is CNC(=O)C1CC(NC(=O)c2ccc(Cl)s2)CN1CC(=O)Nc1ccc(-n2ccccc2=O)cc1F. Reaction SMILES: [CH3:37][NH2:38].[Cl:1][c:2]1[cH:3][cH:4][c:5]([C:7](=[O:8])[NH:9][CH:10]2[CH2:11][CH:12]([C:33](=[O:34])[OH:35])[N:13]([CH2:15][C:16]([NH:17][c:18]3[c:19]([F:31])[cH:20][c:21](-[n:24]4[c:25](=[O:30])[cH:26][cH:27][cH:28][cH:29]4)[cH:22][cH:23]3)=[O:32])[CH2:14]2)[s:6]1.[ClH:36]>>[Cl:1][c:2]1[cH:3][cH:4][c:5]([C:7](=[O:8])[NH:9][CH:10]2[CH2:11][CH:12]([C:33](=[O:34])[NH:38][CH3:37])[N:13]([CH2:15][C:16]([NH:17][c:18]3[c:19]([F:31])[cH:20][c:21](-[n:24]4[c:25](=[O:30])[cH:26][cH:27][cH:28][cH:29]4)[cH:22][cH:23]3)=[O:32])[CH2:14]2)[s:6]1. The reactants are ClC1=C(OC(C(CC)O)Cl)C=CC=C1 (1-(o-chlorophenoxy)-2-hydroxybutyl chloride), C1(=CC=CC=C1)N1CCNCC1 (N-phenylpiperazine), CC(C)O (2-propanol), [OH-].[Na+] (sodium hydroxide). Solvent: Cl (hydrochloric acid). The product is ClC1=C(OCC(CCN2CCN(CC2)C2=CC=CC=C2)O)C=CC=C1 (1-(2-Chlorophenoxy)-4-(4-phenyl-1-piperazinyl)-2-butanol). RXN SMILES: [Cl:1][C:2]1[CH:14]=[CH:13][CH:12]=[CH:11][C:3]=1[O:4][CH:5](Cl)[CH:6]([OH:9])[CH2:7][CH3:8].[C:15]1([N:21]2[CH2:26][CH2:25][NH:24][CH2:23][CH2:22]2)[CH:20]=[CH:19][CH:18]=[CH:17][CH:16]=1.CC(O)C.[OH-].[Na+]>Cl>[Cl:1][C:2]1[CH:14]=[CH:13][CH:12]=[CH:11][C:3]=1[O:4][CH2:5][CH:6]([OH:9])[CH2:7][CH2:8][N:24]1[CH2:25][CH2:26][N:21]([C:15]2[CH:20]=[CH:19][CH:18]=[CH:17][CH:16]=2)[CH2:22][CH2:23]1 |f:3.4|. Procedure: A mixture of 35.1 g (0.15 mole) of 1-(o-chlorophenoxy)-2-hydroxybutyl chloride, 32.6 g (0.2 mole) of N-phenylpiperazine and 400 ml of 2-propanol was heated at reflux for 48 hr. The resulting reaction mixture was allowed to stand in a refrigerator overnight and filtered. The filtrate was treated with ethereal hydrogen chloride and precipitated with ether. Upon filtering, a white crystalline solid formed which was dissolved in dilute hydrochloric acid and the mixture was then neutralized with aque... Reactants: ClC1=C(C=C(C=C1)OC1=CC=C(C=C1)CCOC1=CC(NC=C1)=O)C(F)(F)F (4-{[2-(4-{[4-chloro-3-(trifluoromethyl)phenyl]oxy}phenyl)ethyl]oxy}-2(1H)-pyridinone), ClCC=1C=NC=NC1 (5-(chloromethyl)pyrimidine). Product: ClC1=C(C=C(C=C1)OC1=CC=C(C=C1)CCOC1=CC(N(C=C1)CC=1C=NC=NC1)=O)C(F)(F)F (4-{[2-(4-{[4-Chloro-3-(trifluoromethyl)phenyl]oxy}phenyl)ethyl]oxy}-1-(5-pyrimidinylmethyl)-2(1H)-pyridinone). RXN SMILES: [Cl:1][C:2]1[CH:7]=[CH:6][C:5]([O:8][C:9]2[CH:14]=[CH:13][C:12]([CH2:15][CH2:16][O:17][C:18]3[CH:23]=[CH:22][NH:21][C:20](=[O:24])[CH:19]=3)=[CH:11][CH:10]=2)=[CH:4][C:3]=1[C:25]([F:28])([F:27])[F:26].Cl[CH2:30][C:31]1[CH:32]=[N:33][CH:34]=[N:35][CH:36]=1>>[Cl:1][C:2]1[CH:7]=[CH:6][C:5]([O:8][C:9]2[CH:10]=[CH:11][C:12]([CH2:15][CH2:16][O:17][C:18]3[CH:23]=[CH:22][N:21]([CH2:30][C:31]4[CH:32]=[N:33][CH:34]=[N:35][CH:36]=4)[C:20](=[O:24])[CH:19]=3)=[CH:13][CH:14]=2)=[CH:4][C:3]=1[C:25]([F:28])([F:26])[F:27]. Procedure: The title compound was prepared by a procedure similar to that described for E21 starting from 4-{[2-(4-{[4-chloro-3-(trifluoromethyl)phenyl]oxy}phenyl)ethyl]oxy}-2(1H)-pyridinone and 5-(chloromethyl)pyrimidine. LC-MS (ESI): m/z 502 [M+H]+; 3.68 min (ret time).